This data is from the Open Reaction Database (ORD), a public repository of structured organic reaction records. The task is: describe an organic reaction: reactants, conditions, products, and yield Reactants: C(C1=CC=CC=C1)OC(=O)N1CCC(CC1)N1C(N(CCC1)CC(=O)O)=O (1-Benzyloxycarbonyl-4-(3-carboxymethyl-2-oxoperhydropyrimidin-1-yl)piperidine), CC(C)([O-])C.[K+] (Potassium tert-butoxide), l-benzyloxycarbonyl-4-(2-oxoperhydropyrimidin-1-yl)piperidine, BrCC(=O)OC(C)(C)C (tert-Butyl bromoacetate), CC(C)([O-])C.[K+] (potassium tert-butoxide), BrCC(=O)OC(C)(C)C (tert-butyl bromoacetate). The reagents and catalysts are [I-].C(CCC)[N+](CCCC)(CCCC)CCCC (tetrabutylammonium iodide). Run in O1CCCC1 (tetrahydrofuran), ClCCl (dichloromethane), ClCCl (dichloromethane). Conditions: time 35 minute. Product: C(C1=CC=CC=C1)OC(=O)N1CCC(CC1)N1C(NCCC1)=O (1-benzyloxycarbonyl-4-(2-oxoperhydropyrimidin-1-yl)piperidine). RXN SMILES: [CH2:1]([O:8][C:9]([N:11]1[CH2:16][CH2:15][CH:14]([N:17]2[CH2:22][CH2:21][CH2:20][N:19](CC(O)=O)[C:18]2=[O:27])[CH2:13][CH2:12]1)=[O:10])[C:2]1[CH:7]=[CH:6][CH:5]=[CH:4][CH:3]=1.CC(C)([O-])C.[K+].BrCC(OC(C)(C)C)=O>O1CCCC1.ClCCl.[I-].C([N+](CCCC)(CCCC)CCCC)CCC>[CH2:1]([O:8][C:9]([N:11]1[CH2:12][CH2:13][CH:14]([N:17]2[CH2:22][CH2:21][CH2:20][NH:19][C:18]2=[O:27])[CH2:15][CH2:16]1)=[O:10])[C:2]1[CH:7]=[CH:6][CH:5]=[CH:4][CH:3]=1 |f:1.2,6.7|. Procedure details: 1-Benzyloxycarbonyl-4-(3-carboxymethyl-2-oxoperhydropyrimidin-1-yl)piperidine. Potassium tert-butoxide (52 mL, 1 M in tert-butanol) was added to l-benzyloxycarbonyl-4-(2-oxoperhydropyrimidin-1-yl)piperidine (15.0 g), and the solution was stirred for 35 minutes. tert-Butyl bromoacetate (7.65 mL) was then added, and the mixture was stirred overnight. The reaction mixture was diluted with tetrahydrofuran (20 mL) and dichloromethane (10 mL) followed by the addition of tetrabutylammonium iodide (1.74... Reactants: [BH3-]C#N, CCCCOc1ccc2c(c1)C(=O)CC2(C)C, CC(=O)[O-], CO, [NH4+], [Na+], O. The product is CCCCOc1ccc2c(c1)C(N)CC2(C)C. As a reaction SMILES: [C:18](#[N:19])[BH3-:20].[CH2:1]([CH2:2][CH2:3][CH3:4])[O:5][c:6]1[cH:7][cH:8][c:9]2[c:13]([cH:14]1)[C:12](=[O:15])[CH2:11][C:10]2([CH3:16])[CH3:17].[CH3:23][C:24](=[O:25])[O-:26].[CH3:28][OH:29].[NH4+:22].[Na+:21].[OH2:27]>>[CH2:1]([CH2:2][CH2:3][CH3:4])[O:5][c:6]1[cH:7][cH:8][c:9]2[c:13]([cH:14]1)[CH:12]([NH2:19])[CH2:11][C:10]2([CH3:16])[CH3:17]. As a reaction SMILES: C(OC([N:11]1[CH2:16][CH2:15][CH:14]([CH2:17][CH2:18][CH2:19][CH2:20][CH2:21][C@H:22]([NH:28][C@@H:29]2[C:35](=[O:36])[N:34]([CH2:37][C:38]([O:40]C(C)(C)C)=[O:39])[C:33]3[CH:45]=[CH:46][CH:47]=[CH:48][C:32]=3[O:31][CH2:30]2)[C:23]([O:25]CC)=[O:24])[CH2:13][CH2:12]1)=O)C1C=CC=CC=1.Br.C(O)(=O)C>C(O)(=O)C.C(OCC)C>[C:23]([C@@H:22]([NH:28][C@@H:29]1[C:35](=[O:36])[N:34]([CH2:37][C:38]([OH:40])=[O:39])[C:33]2[CH:45]=[CH:46][CH:47]=[CH:48][C:32]=2[O:31][CH2:30]1)[CH2:21][CH2:20][CH2:19][CH2:18][CH2:17][CH:14]1[CH2:15][CH2:16][NH:11][CH2:12][CH2:13]1)([OH:25])=[O:24] |f:1.2|. Isolated yield 68.4%. Yields the product C(=O)(O)[C@H](CCCCCC1CCNCC1)N[C@H]1COC2=C(N(C1=O)CC(=O)O)C=CC=C2 (3(S)-[1(S)-carboxy-6-(4-piperidyl)hexyl]amino-4-oxo-2,3,4,5-tetrahydro-1,5-benzoxazepine-5-acetic acid). The reactants are C(C1=CC=CC=C1)OC(=O)N1CCC(CC1)CCCCC[C@@H](C(=O)OCC)N[C@H]1COC2=C(N(C1=O)CC(=O)OC(C)(C)C)C=CC=C2 (tert-butyl 3(S)-[6-(1-benzyloxycarbonyl-4-piperidyl)-1(S)-ethoxycarbonylhexyl]amino-4-oxo-2,3,4,5-tetrahydro-1,5-benzoxazepine-5-acetate), Br.C(C)(=O)O (hydrogen bromide acetic acid). Solvent: C(C)OCC (ethyl ether), C(C)(=O)O (acetic acid). Reaction conditions: time 1 hour. Procedure: To a solution of tert-butyl 3(S)-[6-(1-benzyloxycarbonyl-4-piperidyl)-1(S)-ethoxycarbonylhexyl]amino-4-oxo-2,3,4,5-tetrahydro-1,5-benzoxazepine-5-acetate (0.5 g) in acetic acid (1 ml) is added 30% hydrogen bromide-acetic acid solution (2 ml). The resulting mixture is allowed to stand for 1 hour at room temperature and then diluted with ethyl ether (100 ml). The supernatant layer is removed by decantation and the precipitate is dissolved in 1N sodium hydroxide solution (20 ml). The solution is al... The reactants are CS(=O)(=O)OC1CN(CC1)CC1=CC=CC=C1 (1-benzyl-3-pyrrolidinyl methanesulfonate), C(C)#N (acetonitrile), C([O-])(O)=O.[Na+] (sodium bicarbonate). Reaction SMILES: CS(O[CH:6]1[CH2:10][CH2:9][N:8]([CH2:11][C:12]2[CH:17]=[CH:16][CH:15]=[CH:14][CH:13]=2)[CH2:7]1)(=O)=O.C(=O)(O)[O-].[Na+].[C:23](#[N:25])C>[C-]#N.C([N+](CCCC)(CCCC)CCCC)CCC>[CH2:11]([N:8]1[CH2:9][CH2:10][CH:6]([C:23]#[N:25])[CH2:7]1)[C:12]1[CH:17]=[CH:16][CH:15]=[CH:14][CH:13]=1 |f:1.2,4.5|. Reagents/catalysts: [C-]#N.C(CCC)[N+](CCCC)(CCCC)CCCC (tetrabutlyammonium cyanide). Procedure details: A mixture of EXAMPLE 1G (1.5 g) and tetrabutlyammonium cyanide (3.15 gm) in acetonitrile (25 mL) was heated at 65° C. for 24 hours, poured into saturated aqueous sodium bicarbonate, and extracted with toluene. The extract was washed with distilled water, dried over anhydrous sodium sulfate, and concentrated. 1H NMR (300 MHz, CDCl3) δ 7.33 (s, 5H), 3.42 (m, 2H), 2.89 (m, 1H), 2.72 (m, 1H), 1.68 (b, 3H), 1.45 (m, 2H). Yields the product C(C1=CC=CC=C1)N1CC(CC1)C#N (1-benzyl-3-pyrrolidinecarbonitrile). The reactants are N#[O+] (nitrosonium), [O-]O.C1(=CC=CC=C1)C(C)C (cumene hydroperoxide). Conditions: time 5 minute. Product: C1(=CC=CC=C1)O (phenol), CC(=C)C1=CC=CC=C1 (alpha-methylstyrene), C(C)(=O)C1=CC=CC=C1 (acetophenone), CC(C1=CC=CC=C1)(C)O (dimethylbenzyl alcohol). Reaction SMILES: N#[O+:2].[O-]O.[C:5]1([CH:11]([CH3:13])[CH3:12])[CH:10]=[CH:9][CH:8]=[CH:7][CH:6]=1>>[C:5]1([OH:2])[CH:10]=[CH:9][CH:8]=[CH:7][CH:6]=1.[CH3:13][C:11]([C:5]1[CH:10]=[CH:9][CH:8]=[CH:7][CH:6]=1)=[CH2:12].[C:11]([C:5]1[CH:10]=[CH:9][CH:8]=[CH:7][CH:6]=1)(=[O:2])[CH3:13].[CH3:12][C:11]([OH:2])([CH3:13])[C:5]1[CH:10]=[CH:9][CH:8]=[CH:7][CH:6]=1 |f:1.2|. Procedure details: In this example 0.01 g. (455 ppm.) of nitrosonium hexachlorostibnate was added to the cumene hydroperoxide. The temperature rose to a maximum temperature of 90° C. and after five minutes the products were removed for analysis. The reaction resulted in a selectivity of 84 percent to phenol, 13 percent to alpha-methylstyrene, 3 percent to acetophenone and one percent to dimethylbenzyl alcohol. Reactants: COC(CC1=CC(=CC=C1)C=1NC2=C(C=C(C=C2C1)Cl)NC1CCOCC1)=O (2-[3-(7-Tetrahydropyran-4-ylamino-5-chloro-1H-indol-2-yl)-phenyl]-acetic acid methyl ester), O=C1NCCNC1 (2-oxo-piperazine). The product is ClC=1C=C2C=C(NC2=C(C1)NC1CCOCC1)C1=CC(=CC=C1)CCN1CC(NCC1)=O ({5-Chloro-2-[3-(2-oxo-piperazin-4-yl)ethylphenyl]-1H-indol-7-yl}-(tetrahydropyran-4-yl)-amine). Reaction SMILES: CO[C:3](=O)[CH2:4][C:5]1[CH:10]=[CH:9][CH:8]=[C:7]([C:11]2[NH:12][C:13]3[C:18]([CH:19]=2)=[CH:17][C:16]([Cl:20])=[CH:15][C:14]=3[NH:21][CH:22]2[CH2:27][CH2:26][O:25][CH2:24][CH2:23]2)[CH:6]=1.[O:29]=[C:30]1[CH2:35][NH:34][CH2:33][CH2:32][NH:31]1>>[Cl:20][C:16]1[CH:17]=[C:18]2[C:13](=[C:14]([NH:21][CH:22]3[CH2:27][CH2:26][O:25][CH2:24][CH2:23]3)[CH:15]=1)[NH:12][C:11]([C:7]1[CH:8]=[CH:9][CH:10]=[C:5]([CH2:4][CH2:3][N:34]3[CH2:33][CH2:32][NH:31][C:30](=[O:29])[CH2:35]3)[CH:6]=1)=[CH:19]2. Procedure details: 2-[3-(7-Tetrahydropyran-4-ylamino-5-chloro-1H-indol-2-yl)-phenyl]-acetic acid methyl ester prepared in Example 132 and 2-oxo-piperazine were reacted according to the same procedures as Example 32 and Steps A and B of Example 36 sequentially to give the title compound.